Dataset: the Open Reaction Database (ORD), a public repository of structured organic reaction records. Task: describe an organic reaction: reactants, conditions, products, and yield Starting materials: CC(=O)OC(C)=O, Cc1cnc(N)cc1C, Cc1ccnc(N)c1C. Yields the product CC(=O)Nc1cc(C)c(C)cn1. Reaction SMILES: [CH3:1][C:2]([O:3][C:5]([CH3:6])=[O:7])=[O:4].[NH2:17][c:18]1[n:19][cH:20][c:21]([CH3:25])[c:22]([CH3:24])[cH:23]1.[NH2:8][c:9]1[c:10]([CH3:11])[c:12]([CH3:13])[cH:14][cH:15][n:16]1>>[C:5]([CH3:6])(=[O:7])[NH:17][c:18]1[n:19][cH:20][c:21]([CH3:25])[c:22]([CH3:24])[cH:23]1. Reactants: BrC=1C=CC=2NC3=CC=C(C=C3C2C1)Br (3,6-dibromocarbazole), COCCOC (1,2-dimethoxyethane), C1(=CC=CC=C1)OB(O)O (phenylboric acid), C([O-])([O-])=O.[Na+].[Na+] (sodium carbonate). Reagents/catalysts: [Pd].C1(=CC=CC=C1)P(C1=CC=CC=C1)C1=CC=CC=C1.C1(=CC=CC=C1)P(C1=CC=CC=C1)C1=CC=CC=C1.C1(=CC=CC=C1)P(C1=CC=CC=C1)C1=CC=CC=C1.C1(=CC=CC=C1)P(C1=CC=CC=C1)C1=CC=CC=C1 (tetrakis-(triphenylphosphine) palladium). Solvent: O (water), C(C)O (ethanol). Reaction conditions: time 18 hour. The product is C1(=CC=CC=C1)C=1C=CC=2NC3=CC=C(C=C3C2C1)C1=CC=CC=C1 (3,6-diphenyl carbazole). Reaction SMILES: Br[C:2]1[CH:3]=[CH:4][C:5]2[NH:6][C:7]3[C:12]([C:13]=2[CH:14]=1)=[CH:11][C:10](Br)=[CH:9][CH:8]=3.CO[CH2:18][CH2:19]OC.[C:22]1(OB(O)O)[CH:27]=[CH:26][CH:25]=[CH:24][CH:23]=1.C(=O)([O-])[O-].[Na+].[Na+]>C(O)C.O.[Pd].C1(P(C2C=CC=CC=2)C2C=CC=CC=2)C=CC=CC=1.C1(P(C2C=CC=CC=2)C2C=CC=CC=2)C=CC=CC=1.C1(P(C2C=CC=CC=2)C2C=CC=CC=2)C=CC=CC=1.C1(P(C2C=CC=CC=2)C2C=CC=CC=2)C=CC=CC=1>[C:22]1([C:2]2[CH:3]=[CH:4][C:5]3[NH:6][C:7]4[C:12]([C:13]=3[CH:14]=2)=[CH:11][C:10]([C:19]2[CH:18]=[CH:13][CH:14]=[CH:2][CH:3]=2)=[CH:9][CH:8]=4)[CH:27]=[CH:26][CH:25]=[CH:24][CH:23]=1 |f:3.4.5,8.9.10.11.12|. Procedure details: In a 250 milliliter round bottom flask there were added 3,6-dibromocarbazole (5 grams), 50 milliliters of 1,2-dimethoxyethane, phenylboric acid (4.8 grams) dissolved in ethanol, and sodium carbonate (4.2 grams) dissolved in 20 milliliters of water. After the resulting solution was saturated with argon, 0.49 gram of tetrakis-(triphenylphosphine) palladium was added. The reaction mixture was heated to reflux and stirred for 18 hours. The reaction flask was removed from the heat and cooled to room ...